Dataset: the Open Reaction Database (ORD), a public repository of structured organic reaction records. Task: describe an organic reaction: reactants, conditions, products, and yield The reactants are [NH4+].[Cl-] (NH4Cl), C(C1=CC=CC=C1)OCCCC#N (4-benzyloxybutyronitrile), CCO (EtOH), Cl (HCl). Run in CO (MeOH), C(Cl)Cl (CH2Cl2). Reaction conditions: time 6 day. Product: Cl.C(C1=CC=CC=C1)OCCCC(=N)N (4-benzyloxybutanamidine hydrochloride). Reaction SMILES: [CH2:1]([O:8][CH2:9][CH2:10][CH2:11][C:12]#[N:13])[C:2]1[CH:7]=[CH:6][CH:5]=[CH:4][CH:3]=1.CCO.[ClH:17].[NH4+:18].[Cl-]>C(Cl)Cl.CO>[ClH:17].[CH2:1]([O:8][CH2:9][CH2:10][CH2:11][C:12]([NH2:18])=[NH:13])[C:2]1[CH:7]=[CH:6][CH:5]=[CH:4][CH:3]=1 |f:3.4,7.8|. Procedure details: A solution of 4-benzyloxybutyronitrile (16.5 g.) and EtOH (8.6 g.) in CH2Cl2 (100 ml.) was saturated with HCl gas at 0° and the mixture kept at 0° for 6 days. The resulting suspension was evaporated to dryness in vacuo and the residue was slurried with dry ether. The insoluble solid was added to 40% aqueous K2CO3 (120 g.) at 0° and the oil which separated was extracted with CH2Cl2 (2×100 ml.). The CH2Cl2 layer was washed with a little water, brine and then dried to give the crude imidate (14 g.)... Reactants: S(C#N)CSC=1SC(C(N1)(C)C)=C (2-Thiocyanomethylthio-4,4-dimethyl-5-methylenethiazoline), ClC1=CC=C(C=C1)SCl (4-chlorophenylthiochloride). Solvent: ClCCl (dichloromethane). Run at time 48 hour. Product: S(C#N)CSC=1SC(C(N1)(C)C)=CSC1=CC=C(C=C1)Cl (2-thiocyanomethylthio-4,4-dimethyl-5-(4-chlorophenylthio)methylenethiazoline). RXN SMILES: [S:1]([CH2:4][S:5][C:6]1[S:7][C:8](=[CH2:13])[C:9]([CH3:12])([CH3:11])[N:10]=1)[C:2]#[N:3].[Cl:14][C:15]1[CH:20]=[CH:19][C:18]([S:21]Cl)=[CH:17][CH:16]=1>ClCCl>[S:1]([CH2:4][S:5][C:6]1[S:7][C:8](=[CH:13][S:21][C:18]2[CH:19]=[CH:20][C:15]([Cl:14])=[CH:16][CH:17]=2)[C:9]([CH3:11])([CH3:12])[N:10]=1)[C:2]#[N:3]. Reported procedure: 2-Thiocyanomethylthio-4,4-dimethyl-5-methylenethiazoline, 4.0 gm (prepared in a manner consistent with Examples 1 and 2) was added to 100 ml of dichloromethane. 3.11 gm of 4-chlorophenylthiochloride was added to the system. The system was stirred at room temperature for 48 hours. The product precipitated from solution. The product was filtered and air-dried to give 4.7 gm of the 2-thiocyanomethylthio-4,4-dimethyl-5-(4-chlorophenylthio)methylenethiazoline as an off-white solid, m.p. 122°-131° C. ... Reaction SMILES: [Cl:1][C:2]1[CH:7]=[CH:6][C:5]([N:8]=[C:9]=[O:10])=[CH:4][CH:3]=1.[C:11]1([C:17]2[O:18][CH2:19][CH:20]([OH:29])[CH:21]([C:23]3[CH:28]=[CH:27][CH:26]=[CH:25][CH:24]=3)[N:22]=2)[CH:16]=[CH:15][CH:14]=[CH:13][CH:12]=1>ClCCCl>[Cl:1][C:2]1[CH:7]=[CH:6][C:5]([NH:8][C:9]([O:29][CH:20]2[CH2:19][O:18][C:17]([C:11]3[CH:16]=[CH:15][CH:14]=[CH:13][CH:12]=3)=[N:22][CH:21]2[C:23]2[CH:24]=[CH:25][CH:26]=[CH:27][CH:28]=2)=[O:10])=[CH:4][CH:3]=1. The solvent is ClCCCl (1,2-dichloroethane). Starting materials: ClC1=CC=C(C=C1)N=C=O (4-Chlorophenyl isocyanate), C1(=CC=CC=C1)C=1OCC(C(N1)C1=CC=CC=C1)O ((4RS, 5RS)-2,4-diphenyl-5,6-dihydro-4H-1,3-oxazin-5-ol). Isolated yield 57.1%. Procedure: 4-Chlorophenyl isocyanate (1 g) is added at a temperature in the region of 20° C. to a solution, maintained under an argon atmosphere, of (4RS, 5RS)-2,4-diphenyl-5,6-dihydro-4H-1,3-oxazin-5-ol (1.2 g) in 1,2-dichloroethane (20 cc). The solution obtained is heated to reflux for 7 hours 30 minutes and then concentrated to dryness under reduced pressure (2.7 kPa). After two successive recrystallizations in acetonitrile, (4RS, 5RS)-5-(4-chlorophenylcarbamoyloxy)-2,4-diphenyl-5,6-dihydro-4H-1,3-oxazi... The product is ClC1=CC=C(C=C1)NC(=O)OC1C(N=C(OC1)C1=CC=CC=C1)C1=CC=CC=C1 ((4RS, 5RS)-5-(4-chlorophenylcarbamoyloxy)-2,4-diphenyl-5,6-dihydro-4H-1,3-oxazine). Reactants: CCOP(=O)(C=CCCOn1cnc2c(N3C(=O)c4ccccc4C3=O)ncnc21)OCC, CNN, CCO. The product is CCOP(=O)(C=CCCOn1cnc2c(N)ncnc21)OCC. RXN SMILES: [CH2:1]([CH3:2])[O:3][P:4](=[O:5])([O:6][CH2:7][CH3:8])[CH:9]=[CH:10][CH2:11][CH2:12][O:13][n:14]1[c:15]2[n:16][cH:17][n:18][c:19]([N:23]3[C:24](=[O:25])[c:26]4[cH:27][cH:28][cH:29][cH:30][c:31]4[C:32]3=[O:33])[c:20]2[n:21][cH:22]1.[CH3:34][NH:35][NH2:36].[CH3:37][CH2:38][OH:39]>>[CH2:1]([CH3:2])[O:3][P:4](=[O:5])([O:6][CH2:7][CH3:8])[CH:9]=[CH:10][CH2:11][CH2:12][O:13][n:14]1[c:15]2[n:16][cH:17][n:18][c:19]([NH2:23])[c:20]2[n:21][cH:22]1. Starting materials: C([O-])([O-])=O.[K+].[K+] (potassium carbonate), COC(=O)C=1N(C(C2=CC=C(C=C2C1C1=CC=CC=C1)Br)=O)CC1=CC=C(C=C1)C(=O)O (6-bromo-2-(4-carboxybenzyl)-1-oxo-4-phenyl-1,2-dihydroisoquinoline-3-carboxylic acid methyl ester), C(C)(C)(C)OC(C(Cl)(Cl)Cl)=N (2,2,2-trichloroacetoimidate tert-butyl ester), B(F)(F)F.CCOCC (boron trifluoride diethyl etherate). Solvent: C(Cl)Cl (methylene chloride). Reaction conditions: time 1 hour. Product: COC(=O)C=1N(C(C2=CC=C(C=C2C1C1=CC=CC=C1)Br)=O)CC1=CC=C(C=C1)C(=O)OC(C)(C)C (6-bromo-2-(4-tert-butoxycarbonylbenzyl)-1-oxo-4-phenyl-1,2-dihydroisoquinoline-3-carboxylic acid methyl ester). Yield: 77.8%. As a reaction SMILES: [CH3:1][O:2][C:3]([C:5]1[N:6]([CH2:23][C:24]2[CH:29]=[CH:28][C:27]([C:30]([OH:32])=[O:31])=[CH:26][CH:25]=2)[C:7](=[O:22])[C:8]2[C:13]([C:14]=1[C:15]1[CH:20]=[CH:19][CH:18]=[CH:17][CH:16]=1)=[CH:12][C:11]([Br:21])=[CH:10][CH:9]=2)=[O:4].[C:33](OC(=N)C(Cl)(Cl)Cl)([CH3:36])([CH3:35])[CH3:34].B(F)(F)F.CCOCC.C(=O)([O-])[O-].[K+].[K+]>C(Cl)Cl>[CH3:1][O:2][C:3]([C:5]1[N:6]([CH2:23][C:24]2[CH:25]=[CH:26][C:27]([C:30]([O:32][C:33]([CH3:36])([CH3:35])[CH3:34])=[O:31])=[CH:28][CH:29]=2)[C:7](=[O:22])[C:8]2[C:13]([C:14]=1[C:15]1[CH:16]=[CH:17][CH:18]=[CH:19][CH:20]=1)=[CH:12][C:11]([Br:21])=[CH:10][CH:9]=2)=[O:4] |f:2.3,4.5.6|. Reported procedure: To a solution of 6-bromo-2-(4-carboxybenzyl)-1-oxo-4-phenyl-1,2-dihydroisoquinoline-3-carboxylic acid methyl ester (300 mg) and 2,2,2-trichloroacetoimidate tert-butyl ester (400 mg) in methylene chloride (6 ml) was added dropwise a catalytic amount of boron trifluoride diethyl etherate at room temperature and the mixture was stirred for 1 hr. To the reaction mixture was added 10% aqueous potassium carbonate solution, and the mixture was concentrated under reduced pressure and extracted with ethy... The product is CC(C)COC(=O)C(=NO)C(=O)OCC(C)C. As a reaction SMILES: [C:5]([CH2:6][C:7](=[O:8])[O:9][CH2:10][CH:11]([CH3:12])[CH3:13])(=[O:14])[O:15][CH2:16][CH:17]([CH3:18])[CH3:19].[CH2:36]1[O:37][CH2:38][CH2:39][O:40][CH2:41]1.[CH3:1][C:2](=[O:3])[OH:4].[CH3:25][C:26](=[O:27])[O-:28].[CH3:29][O:30][C:31]([CH3:32])([CH3:33])[CH3:34].[N:20](=[O:21])[O-:22].[Na+:23].[Na+:24].[OH2:35]>>[C:5]([C:6]([C:7](=[O:8])[O:9][CH2:10][CH:11]([CH3:12])[CH3:13])=[N:20][OH:21])(=[O:14])[O:15][CH2:16][CH:17]([CH3:18])[CH3:19]. The reactants are CC(C)COC(=O)CC(=O)OCC(C)C, C1COCCO1, CC(=O)O, CC(=O)[O-], COC(C)(C)C, O=N[O-], [Na+], [Na+], O. Yields the product CCOC(=O)C1C(C=C(Cl)Cl)C1(C)C. As a reaction SMILES: [CH3:16][C:17]([CH3:18])([O-:19])[CH3:20].[CH3:23][N:24]([CH3:25])[CH:26]=[O:27].[Cl:1][C:2](=[CH:3][CH:4]([CH2:5][C:6](=[O:7])[O:8][CH2:9][CH3:10])[C:11]([CH3:12])([CH3:13])[Cl:14])[Cl:15].[ClH:22].[Na+:21]>>[Cl:1][C:2](=[CH:3][CH:4]1[CH:5]([C:6](=[O:7])[O:8][CH2:9][CH3:10])[C:11]1([CH3:12])[CH3:13])[Cl:15]. Starting materials: CC(C)(C)[O-], CN(C)C=O, CCOC(=O)CC(C=C(Cl)Cl)C(C)(C)Cl, Cl, [Na+].